This data is from the Open Reaction Database (ORD), a public repository of structured organic reaction records. The task is: describe an organic reaction: reactants, conditions, products, and yield The reactants are C(=NC1CCCCC1)=NC1CCCCC1, ClCCl, CC(Oc1ccc([N+](=O)[O-])cc1)C(=O)O, O=C(COc1ccc([N+](=O)[O-])cc1)OCCO. Yields the product CC(Oc1ccc([N+](=O)[O-])cc1)C(=O)OCCOC(=O)COc1ccc([N+](=O)[O-])cc1. Reaction SMILES: [CH2:33]1[CH2:34][CH2:35][CH:36]([N:37]=[C:38]=[N:39][CH:40]2[CH2:41][CH2:42][CH2:43][CH2:44][CH2:45]2)[CH2:46][CH2:47]1.[Cl:48][CH2:49][Cl:50].[N+:18](=[O:19])([O-:20])[c:21]1[cH:22][cH:23][c:24]([O:25][CH:26]([C:27](=[O:28])[OH:29])[CH3:30])[cH:31][cH:32]1.[OH:1][CH2:2][CH2:3][O:4][C:5]([CH2:6][O:7][c:8]1[cH:9][cH:10][c:11]([N+:14](=[O:15])[O-:16])[cH:12][cH:13]1)=[O:17]>>[O:1]([CH2:2][CH2:3][O:4][C:5]([CH2:6][O:7][c:8]1[cH:9][cH:10][c:11]([N+:14](=[O:15])[O-:16])[cH:12][cH:13]1)=[O:17])[C:27]([CH:26]([O:25][c:24]1[cH:23][cH:22][c:21]([N+:18](=[O:19])[O-:20])[cH:32][cH:31]1)[CH3:30])=[O:28]. The reactants are COC(\C=C\CCC(C)[C@H]1CC[C@H]2[C@@H]3CC[C@@H]4C[C@@H](CC[C@]4(C)[C@H]3C[C@@H]([C@]12C)OC=O)OC=O)=O (5-(3α,12α-diformyloxy-5β-pregnane-20-yl)-trans-2-pentenoic acid methyl ester), C (charcoal). The solvent is [OH-].[Na+] (sodium hydroxide). Yields the product O[C@H]1C[C@H]2CC[C@H]3[C@@H]4CC[C@H](C(C)CC/C=C/C(=O)O)[C@]4([C@H](C[C@@H]3[C@]2(CC1)C)O)C (5-(3α,12α-dihydroxy-5β-pregnane-20-yl)-trans-2-pentenoic acid). Yield: 67.3%. RXN SMILES: C[O:2][C:3](=[O:35])/[CH:4]=[CH:5]/[CH2:6][CH2:7][CH:8]([C@@H:10]1[C@:27]2([CH3:28])[C@H:13]([C@H:14]3[C@H:24]([CH2:25][C@@H:26]2[O:29]C=O)[C@:22]2([CH3:23])[C@@H:17]([CH2:18][C@H:19]([O:32]C=O)[CH2:20][CH2:21]2)[CH2:16][CH2:15]3)[CH2:12][CH2:11]1)[CH3:9].C>[OH-].[Na+]>[OH:32][C@@H:19]1[CH2:20][CH2:21][C@@:22]2([CH3:23])[C@H:17]([CH2:16][CH2:15][C@@H:14]3[C@@H:24]2[CH2:25][C@H:26]([OH:29])[C@@:27]2([CH3:28])[C@H:13]3[CH2:12][CH2:11][C@@H:10]2[CH:8]([CH2:7][CH2:6]/[CH:5]=[CH:4]/[C:3]([OH:35])=[O:2])[CH3:9])[CH2:18]1 |f:2.3|. Reported procedure: A mixture of 5.2 g of 5-(3α,12α-diformyloxy-5β-pregnane-20-yl)-trans-2-pentenoic acid methyl ester and 30 ml of 5 N aqueous sodium hydroxide was added and the mixture heated to reflux. The solution was then cooled, treated with charcoal and filtered with suction through a bed of diatomaceous earth. The filtrate was then cooled to 0° and with stirring was acidified to a pH3 by the dropwise addition of concentrated hydrochloric acid. The resulting precipitate was filtered and air dried overnight u... Reactants: O=C(Cl)CBr, CCN(C(C)C)C(C)C, N#Cc1cccc(OCCN)c1, C1CCOC1. Yields the product N#Cc1cccc(OCCNC(=O)CBr)c1. RXN SMILES: [Br:22][CH2:23][C:24](=[O:25])[Cl:26].[CH:13]([N:14]([CH:15]([CH3:16])[CH3:17])[CH2:18][CH3:19])([CH3:20])[CH3:21].[NH2:1][CH2:2][CH2:3][O:4][c:5]1[cH:6][c:7]([C:8]#[N:9])[cH:10][cH:11][cH:12]1.[O:27]1[CH2:28][CH2:29][CH2:30][CH2:31]1>>[NH:1]([CH2:2][CH2:3][O:4][c:5]1[cH:6][c:7]([C:8]#[N:9])[cH:10][cH:11][cH:12]1)[C:24]([CH2:23][Br:22])=[O:25]. The reactants are C(C)OC(=O)C=1N=CC=2NC3=CC=C(C=C3C2C1COC)O (6-hydroxy-4-methoxymethyl-β-carboline-3-carboxylic acid ethyl ester), BrC1=NC=C(C=C1)Br (2,5-dibromopyridine). Yields the product C(C)OC(=O)C=1N=CC=2NC3=CC=C(C=C3C2C1COC)OC1=NC=C(C=C1)Br (6-(5-Bromo-2-pyridyloxy)-4-methoxymethyl-β-carboline-3-carboxylic Acid Ethyl Ester). As a reaction SMILES: [CH2:1]([O:3][C:4]([C:6]1[N:7]=[CH:8][C:9]2[NH:10][C:11]3[C:16]([C:17]=2[C:18]=1[CH2:19][O:20][CH3:21])=[CH:15][C:14]([OH:22])=[CH:13][CH:12]=3)=[O:5])[CH3:2].Br[C:24]1[CH:29]=[CH:28][C:27]([Br:30])=[CH:26][N:25]=1>>[CH2:1]([O:3][C:4]([C:6]1[N:7]=[CH:8][C:9]2[NH:10][C:11]3[C:16]([C:17]=2[C:18]=1[CH2:19][O:20][CH3:21])=[CH:15][C:14]([O:22][C:24]1[CH:29]=[CH:28][C:27]([Br:30])=[CH:26][N:25]=1)=[CH:13][CH:12]=3)=[O:5])[CH3:2]. Procedure: In analogy to Example 8 from 6-hydroxy-4-methoxymethyl-β-carboline-3-carboxylic acid ethyl ester with 2,5-dibromopyridine, mp 210°-212° C. Reaction conditions: temperature 110 celsius, time 8 hour. RXN SMILES: [N:1]1[CH:6]=[CH:5][CH:4]=[N:3][C:2]=1[C:7](=[S:9])[NH2:8].[CH2:10]([O:12][C:13](=[O:22])[CH:14](Cl)[C:15](=O)[C:16]([F:19])([F:18])[F:17])[CH3:11]>CN(C=O)C>[CH2:10]([O:12][C:13]([C:14]1[S:9][C:7]([C:2]2[N:3]=[CH:4][CH:5]=[CH:6][N:1]=2)=[N:8][C:15]=1[C:16]([F:17])([F:18])[F:19])=[O:22])[CH3:11]. The solvent is CN(C)C=O (DMF). The reactants are N1=C(N=CC=C1)C(N)=S (2-pyrimidinecarbothioamide), C(C)OC(C(C(C(F)(F)F)=O)Cl)=O (2-chloro-4,4,4-trifluoro-3-oxo-butyric acid ethyl ester). Product: C(C)OC(=O)C1=C(N=C(S1)C1=NC=CC=N1)C(F)(F)F (2-Pyrimidin-2-yl-4-trifluoromethyl-thiazole-5-carboxylic acid ethyl ester). Reported procedure: A mixture of 2-pyrimidinecarbothioamide (2 g) and 2-chloro-4,4,4-trifluoro-3-oxo-butyric acid ethyl ester (3.2 g) in 10 mL of DMF is heated at 110° C. with stirring overnight. The mixture is concentrated under vacuum, and purified on silica gel column to afford the title compound. Reactants: Cc1ccccc1, O=C(Cl)Cl, Cl, CCOC(=N)C(O)c1cccc(F)c1. The product is O=C1NC(=O)C(c2cccc(F)c2)O1. RXN SMILES: [CH3:20][c:21]1[cH:22][cH:23][cH:24][cH:25][cH:26]1.[Cl:1][C:2]([Cl:3])=[O:4].[ClH:5].[F:6][c:7]1[cH:8][c:9]([CH:13]([C:14]([O:15][CH2:16][CH3:17])=[NH:18])[OH:19])[cH:10][cH:11][cH:12]1>>[C:2]1(=[O:4])[NH:15][C:14](=[O:18])[CH:13]([c:9]2[cH:8][c:7]([F:6])[cH:12][cH:11][cH:10]2)[O:19]1. Starting materials: Nc1ccc(Cl)cc1F, COc1cc2nccc(Cl)c2cc1O, Cl, OC1CCCCC1. The product is COc1cc2nccc(Nc3ccc(Cl)cc3F)c2cc1O. Reaction SMILES: [Cl:15][c:16]1[cH:17][c:18]([F:23])[c:19]([NH2:20])[cH:21][cH:22]1.[Cl:1][c:2]1[cH:3][cH:4][n:5][c:6]2[cH:7][c:8]([O:13][CH3:14])[c:9]([OH:12])[cH:10][c:11]12.[ClH:24].[OH:25][CH:26]1[CH2:27][CH2:28][CH2:29][CH2:30][CH2:31]1>>[c:2]1([NH:20][c:19]2[c:18]([F:23])[cH:17][c:16]([Cl:15])[cH:22][cH:21]2)[cH:3][cH:4][n:5][c:6]2[cH:7][c:8]([O:13][CH3:14])[c:9]([OH:12])[cH:10][c:11]12. Starting materials: CN(C)C=O, Nc1ccc(-n2ncnc2-c2ccccc2)cc1. Product: CN(C)C=Nc1ccc(-n2ncnc2-c2ccccc2)cc1. Reaction SMILES: [CH3:19][N:20]([CH:21]=[O:22])[CH3:23].[NH2:1][c:2]1[cH:3][cH:4][c:5](-[n:8]2[n:9][cH:10][n:11][c:12]2-[c:13]2[cH:14][cH:15][cH:16][cH:17][cH:18]2)[cH:6][cH:7]1>>[N:1]([c:2]1[cH:3][cH:4][c:5](-[n:8]2[n:9][cH:10][n:11][c:12]2-[c:13]2[cH:14][cH:15][cH:16][cH:17][cH:18]2)[cH:6][cH:7]1)=[CH:21][N:20]([CH3:19])[CH3:23]. The reactants are II (Iodine), C(C)C=1NC(=CC(C1)=O)CC (2,6-diethyl-4(1H)-pyridone), [OH-].[Na+] (sodium hydroxide). Solvent: O (water). Reaction conditions: time 1 hour. Product: C(C)C=1NC(=CC(C1I)=O)CC (2,6-diethyl-3-iodo-4(1H)pyridone). The yield is 36.9%. Reaction SMILES: [I:1]I.[CH2:3]([C:5]1[NH:6][C:7]([CH2:12][CH3:13])=[CH:8][C:9](=[O:11])[CH:10]=1)[CH3:4].[OH-].[Na+]>O>[CH2:3]([C:5]1[NH:6][C:7]([CH2:12][CH3:13])=[CH:8][C:9](=[O:11])[C:10]=1[I:1])[CH3:4] |f:2.3|. Procedure: Iodine (720 mg) was added to a solution of compound F (430 mg) and sodium hydroxide (120 mg) in water (15 ml) and the mixture was stirred for 1 hour. The precipitated solid was collected by filtration and purified by flash chromatography, eluting with methanol/dichloromethane (1:19 v/v), to give 2,6-diethyl-3-iodo-4(1H)pyridone (G) (290 mg), m.p. 225°-227° C.; NMR (d6 -DMSO): 1.15(t, 6H), 2.5(q, 2H), 2.8(q, 2H), 5.9(s, 1H), 11.4(br s, 1H).